From a dataset of the Open Reaction Database (ORD), a public repository of structured organic reaction records. describe an organic reaction: reactants, conditions, products, and yield The reactants are [N+](=[N-])=C (diazomethane), [OH-].[K+] (potassium hydroxide), CN(C(=N)N[N+](=O)[O-])N=O (N-methyl-N′-nitro-N-nitrosoguanidine), [N+](=[N-])=C (diazomethane), C(C)(C)(C)OC(=O)N[C@@]1([C@@H]2[C@H]([C@@H]2C(C1)=C)C(=O)OC(C)(C)C)C(=O)OC(C)(C)C (ditert-butyl (1S,2S,5R,6S)-2-(tert-butoxycarbonylamino)-4-methylene-bicyclo[3.1.0]hexane-2,6-dicarboxylate). Reagents/catalysts: C(C)(=O)[O-].[Pd+2].C(C)(=O)[O-] (palladium acetate). The solvent is C(C)OCC (diethyl ether), C(C)OCCOCCO (diethylene glycol monoethyl ether), C(C)OCC (diethyl ether), O (water), C(C)OCCOCCO (diethylene glycol monoethyl ether), C(C)OCC (diethyl ether), C(C)O (ethanol), C(C)OCC (diethyl ether). Product: C(C)(C)(C)OC(=O)N[C@@]1([C@@H]2[C@H]([C@@H]2C2(CC2)C1)C(=O)OC(C)(C)C)C(=O)OC(C)(C)C (Ditert-butyl (1S,2S,5R,6S)-2-(tert-butoxycarbonylamino)spiro[bicyclo[3.1.0]hexane-4,1′-cyclopropane]-2,6-dicarboxylate). As a reaction SMILES: [N+](=[CH2:3])=[N-].[OH-].[K+].CN(N=O)C(N[N+]([O-])=O)=N.[C:16]([O:20][C:21]([NH:23][C@@:24]1([C:38]([O:40][C:41]([CH3:44])([CH3:43])[CH3:42])=[O:39])[CH2:29][C:28](=[CH2:30])[C@@H:27]2[C@H:25]1[C@H:26]2[C:31]([O:33][C:34]([CH3:37])([CH3:36])[CH3:35])=[O:32])=[O:22])([CH3:19])([CH3:18])[CH3:17]>C(OCC)C.O.C(OCCOCCO)C.C([O-])(=O)C.[Pd+2].C([O-])(=O)C.C(O)C>[C:16]([O:20][C:21]([NH:23][C@@:24]1([C:38]([O:40][C:41]([CH3:44])([CH3:43])[CH3:42])=[O:39])[CH2:29][C:28]2([CH2:3][CH2:30]2)[C@@H:27]2[C@H:25]1[C@H:26]2[C:31]([O:33][C:34]([CH3:35])([CH3:37])[CH3:36])=[O:32])=[O:22])([CH3:19])([CH3:17])[CH3:18] |f:1.2,8.9.10|. Procedure details: Prepare an ethanol free solution of diazomethane in diethyl ether from a solution of potassium hydroxide (2.5 g, 44.6 mmol) in water (4 mL), diethylene glycol monoethyl ether (14 mL) and diethyl ether (8 mL) and N-methyl-N′-nitro-N-nitrosoguanidine (4 g, 27.2 mmol) in a mixture of diethyl ether (30 mL) and diethylene glycol monoethyl ether (15 mL). Take the resulting solution of diazomethane and add it portion wise over 30 minutes to a suspension of palladium acetate (20 mg, 89.1 μmol) in a solu... Starting materials: C(C)(=O)O[C@@H](CCCCN1C(=O)N(C2=NN(N=C2C1=O)C)C)C ((R)-1-(5-acetoxyhexyl)-3,8-dimethyl-8-azaxanthine), Cl (hydrogen chloride), C(C)OCC (ethyl ether). Product: CN1C(N(C(C2=NN(N=C12)C)=O)CCCC[C@@H](C)O)=O ((R)-3,8-dimethyl-1-(5-hydroxyhexyl)-8-azaxanthine). As a reaction SMILES: C([O:4][C@H:5]([CH3:23])[CH2:6][CH2:7][CH2:8][CH2:9][N:10]1[C:19](=[O:20])[C:18]2[C:14](=[N:15][N:16]([CH3:21])[N:17]=2)[N:13]([CH3:22])[C:11]1=[O:12])(=O)C.Cl.C(OCC)C>CO>[CH3:22][N:13]1[C:14]2[C:18](=[N:17][N:16]([CH3:21])[N:15]=2)[C:19](=[O:20])[N:10]([CH2:9][CH2:8][CH2:7][CH2:6][C@H:5]([OH:4])[CH3:23])[C:11]1=[O:12]. Solvent: CO (methanol). Yield: 64.5%. Reported procedure: To a solution of (R)-1-(5-acetoxyhexyl)-3,8-dimethyl-8-azaxanthine (66 mg, 0.204 mmol) in methanol (15 ml) was added an anhydrous solution of hydrogen chloride in ethyl ether (1 M, 1.0 ml, 1.0 mmol). The mixture was stirred at room temperature for 24 hours and then the solvent was evaporated under reduced pressure. The crude product was purified by flash chromatography on silica gel eluting with ethyl acetate-methanol (7:1) to provide (R)-3,8-dimethyl-1-(5-hydroxyhexyl)-8-azaxanthine (37 mg, 65%... Reaction conditions: time 24 hour. The reactants are C(C)(C)(C)OC(NCCC1CCN(CC1)C(C1=CC(=CC(=C1)O)OC1=CC=C(C=C1)CNC(=O)OC(C)(C)C)=O)=O ([2-(1-{3-[4-(tert-Butoxycarbonylamino-methyl)-phenoxy]-5-hydroxy-benzoyl}-piperidin-4-yl)-ethyl]carbamic acid tert-butyl ester), FC1=CC=C(C#N)C=C1 (4-fluorobenzonitrile). Yields the product C(C)(C)(C)OC(NCCC1CCN(CC1)C(C1=CC(=CC(=C1)OC1=CC=C(C=C1)C#N)OC1=CC=C(C=C1)CNC(=O)OC(C)(C)C)=O)=O ((2-{1-[3-[4-(tert-Butoxycarbonylamino-methyl)-phenoxy]-5-(4-cyano-phenoxy)-benzoyl]-piperidin-4-yl}-ethyl)-carbamic Acid Tert-butyl Ester). Yield: 43.3%. As a reaction SMILES: [C:1]([O:5][C:6](=[O:41])[NH:7][CH2:8][CH2:9][CH:10]1[CH2:15][CH2:14][N:13]([C:16](=[O:40])[C:17]2[CH:22]=[C:21]([OH:23])[CH:20]=[C:19]([O:24][C:25]3[CH:30]=[CH:29][C:28]([CH2:31][NH:32][C:33]([O:35][C:36]([CH3:39])([CH3:38])[CH3:37])=[O:34])=[CH:27][CH:26]=3)[CH:18]=2)[CH2:12][CH2:11]1)([CH3:4])([CH3:3])[CH3:2].F[C:43]1[CH:50]=[CH:49][C:46]([C:47]#[N:48])=[CH:45][CH:44]=1>>[C:1]([O:5][C:6](=[O:41])[NH:7][CH2:8][CH2:9][CH:10]1[CH2:11][CH2:12][N:13]([C:16](=[O:40])[C:17]2[CH:22]=[C:21]([O:23][C:43]3[CH:50]=[CH:49][C:46]([C:47]#[N:48])=[CH:45][CH:44]=3)[CH:20]=[C:19]([O:24][C:25]3[CH:30]=[CH:29][C:28]([CH2:31][NH:32][C:33]([O:35][C:36]([CH3:39])([CH3:38])[CH3:37])=[O:34])=[CH:27][CH:26]=3)[CH:18]=2)[CH2:14][CH2:15]1)([CH3:3])([CH3:2])[CH3:4]. Procedure: Using 1.2 g (2.1 mmol) of [2-(1-{3-[4-(tert-Butoxycarbonylamino-methyl)-phenoxy]-5-hydroxy-benzoyl}-piperidin-4-yl)-ethyl]carbamic acid tert-butyl ester and 4-fluorobenzonitrile (0.5 g, 4.2 mmol) and following the procedure of Example 42(b) afforded 0.610 g of the required product. Percentage purity (LCMS): 89.1%, (M+1)=670.3+1. The reactants are C(C1=CC=CC=C1)N1C(=C(C2=CC=C(C=C12)OC)C(=O)NCC1=CC(=C(C=C1)F)F)C(C)C (1-benzyl-N-(3,4-difluorobenzyl)-2-isopropyl-6-methoxy-1H-indole-3-carboxamide), C(C1=CC=CC=C1)N1C(=C(C2=CC=C(C=C12)OC)C(=O)NCC1=CC(=C(C=C1)F)F)C(C)C (1-benzyl-N-(3,4-difluorobenzyl)-2-isopropyl-6-methoxy-1H-indole-3-carboxamide), B(Br)(Br)Br (BBr3). The solvent is C(Cl)Cl (CH2Cl2). Run at temperature 0 celsius, time 1 hour. Product: C(C1=CC=CC=C1)N1C(=C(C2=CC=C(C=C12)O)C(=O)NCC1=CC(=C(C=C1)F)F)C(C)C (1-Benzyl-N-(3,4-difluorobenzyl)-6-hydroxy-2-isopropyl-1H-indole-3-carboxamide). Reaction SMILES: [CH2:1]([N:8]1[C:16]2[C:11](=[CH:12][CH:13]=[C:14]([O:17]C)[CH:15]=2)[C:10]([C:19]([NH:21][CH2:22][C:23]2[CH:28]=[CH:27][C:26]([F:29])=[C:25]([F:30])[CH:24]=2)=[O:20])=[C:9]1[CH:31]([CH3:33])[CH3:32])[C:2]1[CH:7]=[CH:6][CH:5]=[CH:4][CH:3]=1.B(Br)(Br)Br>C(Cl)Cl>[CH2:1]([N:8]1[C:16]2[C:11](=[CH:12][CH:13]=[C:14]([OH:17])[CH:15]=2)[C:10]([C:19]([NH:21][CH2:22][C:23]2[CH:28]=[CH:27][C:26]([F:29])=[C:25]([F:30])[CH:24]=2)=[O:20])=[C:9]1[CH:31]([CH3:33])[CH3:32])[C:2]1[CH:7]=[CH:6][CH:5]=[CH:4][CH:3]=1. Reported procedure: To a solution of 1-benzyl-N-(3,4-difluorobenzyl)-2-isopropyl-6-methoxy-1H-indole-3-carboxamide (Compound 7, 452 mg, 1.0 mmol) in CH2Cl2 (20 ml) at 0° C. was added BBr3 (1.0 M in CH2Cl2, 3.0 ml, 3.0 mmol) dropwise. The reaction was stirred for 1 h at 0° C. and 1 h at room temperature, quenched with ice, extracted with EtOAc, the organic layer was washed with brine, dried over Na2SO4, and concentrated in vacuo. The residue was purified by chromatography on silica gel (0→50% EtOAc-hexanes) to yield... Reactants: N1C(=NCC1)CNC1=C(C=CC=C1)SC (N-(4,5-Dihydro-1H-imidazol-2-ylmethyl)-2-(methylthio)aniline), ClC=1C=C(C(=O)OO)C=CC1 (m-chloroperoxybenzoic acid). Run in ClCCl (dichloromethane). Product: Cl.N1C(=NCC1)CNC1=C(C=CC=C1)S(=O)C (N-(4,5-dihydro-1H-imidazol-2-ylmethyl)-2-(methylsulfinyl)aniline hydrochloride salt). Yield: 76.1%. Reaction SMILES: [NH:1]1[CH2:5][CH2:4][N:3]=[C:2]1[CH2:6][NH:7][C:8]1[CH:13]=[CH:12][CH:11]=[CH:10][C:9]=1[S:14][CH3:15].[Cl:16]C1C=C(C=CC=1)C(OO)=[O:21]>ClCCl>[ClH:16].[NH:3]1[CH2:4][CH2:5][N:1]=[C:2]1[CH2:6][NH:7][C:8]1[CH:13]=[CH:12][CH:11]=[CH:10][C:9]=1[S:14]([CH3:15])=[O:21] |f:3.4|. Procedure details: N-(4,5-Dihydro-1H-imidazol-2-ylmethyl)-2-(methylthio)aniline (32 mg, 0.144 mmol, prepared as described in Example 1) was stirred in dichloromethane (1 mL) and treated with m-chloroperoxybenzoic acid (35 mg of 70 wt %). After 15 minutes the mixture was evaporated and treated with ether (2 mL), 3 drops of methanol, and then 1N HCl in ether (0.2 mL). The resulting precipitate was collected and washed with ether (1 mL) to give N-(4,5-dihydro-1H-imidazol-2-ylmethyl)-2-(methylsulfinyl)aniline hydrochl... Reactants: COC(=O)c1ccc(Br)cc1S(C)(=O)=O, C1CCOC1, [H-], [Na+]. The product is O=C1CS(=O)(=O)c2cc(Br)ccc21. Reaction SMILES: [Br:1][c:2]1[cH:3][c:4]([S:12](=[O:13])(=[O:14])[CH3:15])[c:5]([C:6]([O:8][CH3:7])=[O:9])[cH:10][cH:11]1.[CH2:18]1[O:19][CH2:20][CH2:21][CH2:22]1.[H-:17].[Na+:16]>>[Br:1][c:2]1[cH:3][c:4]2[c:5]([cH:10][cH:11]1)[C:6](=[O:8])[CH2:15][S:12]2(=[O:13])=[O:14]. Reaction SMILES: [O:1]1[CH2:5][CH2:4][CH2:3][CH:2]1[CH2:6][CH2:7][C:8](O)=[O:9].B.N#N>C1COCC1>[O:1]1[CH2:5][CH2:4][CH2:3][CH:2]1[CH2:6][CH2:7][CH2:8][OH:9]. Starting materials: O1C(CCC1)CCC(=O)O (3-(tetrahydrofuran-2-yl)propanoic acid), B (borane), N#N (N2). Run at time 8 hour. The product is O1C(CCC1)CCCO (3-(tetrahydrofuran-2-yl)propan-1-ol). Run in C1CCOC1 (THF). Procedure: To a solution of 3-(tetrahydrofuran-2-yl)propanoic acid (11.5 g, 80.0 mmol) in anhydrous THF (200 mL) was added borane (160 mL, 160 mmol, 1 mol/L in THF) dropwise under N2 and the mixture was stirred at rt overnight. The reaction mixture was quenched with MeOH and concentrated in vacuo to give the title compound, which was used for next step without further purification.